From a dataset of the Open Reaction Database (ORD), a public repository of structured organic reaction records. describe an organic reaction: reactants, conditions, products, and yield The reactants are C(CC(=O)C)(=O)OCC (ethyl acetoacetate), FC(C(CC(=O)OCC)=O)(F)F (ethyl trifluoroacetoacetate), C(C1=CC=CC=C1)NC=1C=C(C=CC1)O (3-benzylaminophenol). The reagents and catalysts are [Cl-].[Zn+2].[Cl-] (zinc chloride). Run in C(C)O (ethanol). Yields the product C(C1=CC=CC=C1)NC1=CC=C2C(=CC(OC2=C1)=O)C (7-benzylamino-4-methylcoumarin), C(C1=CC=CC=C1)NC1=CC=C2C(=CC(OC2=C1)=O)C(F)(F)F (7-benzylamino-4-trifluoromethylcoumarin), ( 3 ). As a reaction SMILES: [CH2:1]([NH:8][C:9]1[CH:10]=[C:11]([OH:15])[CH:12]=[CH:13][CH:14]=1)[C:2]1[CH:7]=[CH:6][CH:5]=[CH:4][CH:3]=1.[C:16](OCC)(=[O:21])[CH2:17][C:18]([CH3:20])=O.[F:25][C:26]([F:36])([F:35])[C:27](=O)[CH2:28][C:29]([O:31][CH2:32][CH3:33])=[O:30]>[Cl-].[Zn+2].[Cl-].C(O)C>[CH2:1]([NH:8][C:9]1[CH:10]=[C:11]2[C:12]([C:18]([CH3:20])=[CH:17][C:16](=[O:21])[O:15]2)=[CH:13][CH:14]=1)[C:2]1[CH:3]=[CH:4][CH:5]=[CH:6][CH:7]=1.[CH2:1]([NH:8][C:9]1[CH:10]=[C:32]2[C:33]([C:27]([C:26]([F:36])([F:35])[F:25])=[CH:28][C:29](=[O:30])[O:31]2)=[CH:13][CH:14]=1)[C:2]1[CH:7]=[CH:6][CH:5]=[CH:4][CH:3]=1 |f:3.4.5|. Reported procedure: According to this invention, water-soluble coumarins and azacoumarins having the structures: ##STR2## wherein R is CH3 or CF3 and wherein R1 is H or CH3 are prepared. The coumarins are prepared by means of a three step process involving (1) heating resorcinol and benzylamine to form 3-benzylaminophenol, (2) reacting the 3-benzylaminophenol with ethyl acetoacetate or ethyl trifluoroacetoacetate in the presence of anhydrous zinc chloride and absolute ethanol to form 7-benzylamino-4-methylcoumarin ... The reactants are CCOC(C)=O, ClCCl, COc1ccc(SC)cc1-c1ccc(C(F)(F)F)cc1CN1C(=O)OC(c2cc(C(F)(F)F)cc(C(F)(F)F)c2)C1C, O=C(OO)c1cccc(Cl)c1. Yields the product COc1ccc(S(C)=O)cc1-c1ccc(C(F)(F)F)cc1CN1C(=O)OC(c2cc(C(F)(F)F)cc(C(F)(F)F)c2)C1C. Reaction SMILES: [CH3:57][CH2:58][O:59][C:60]([CH3:61])=[O:62].[Cl:54][CH2:55][Cl:56].[F:1][C:2]([c:3]1[cH:4][c:5]([CH:13]2[CH:14]([CH3:40])[N:15]([CH2:19][c:20]3[c:21](-[c:30]4[c:31]([O:38][CH3:39])[cH:32][cH:33][c:34]([S:36][CH3:37])[cH:35]4)[cH:22][cH:23][c:24]([C:26]([F:27])([F:28])[F:29])[cH:25]3)[C:16](=[O:18])[O:17]2)[cH:6][c:7]([C:9]([F:10])([F:11])[F:12])[cH:8]1)([F:41])[F:42].[OH:43][O:44][C:45]([c:46]1[cH:47][c:48]([Cl:49])[cH:50][cH:51][cH:52]1)=[O:53]>>[F:1][C:2]([c:3]1[cH:4][c:5]([CH:13]2[CH:14]([CH3:40])[N:15]([CH2:19][c:20]3[c:21](-[c:30]4[c:31]([O:38][CH3:39])[cH:32][cH:33][c:34]([S:36]([CH3:37])=[O:43])[cH:35]4)[cH:22][cH:23][c:24]([C:26]([F:27])([F:28])[F:29])[cH:25]3)[C:16](=[O:18])[O:17]2)[cH:6][c:7]([C:9]([F:10])([F:11])[F:12])[cH:8]1)([F:41])[F:42].